This data is from the Open Reaction Database (ORD), a public repository of structured organic reaction records. The task is: describe an organic reaction: reactants, conditions, products, and yield Starting materials: O (water), II (iodine), C(C)(=O)O (acetic acid), C(C)(=O)O (acetic acid), formula II, C(C)(=O)O.C1CC=CC2=CC=CC=C12 (dihydronaphthalene acetate), C(C)(=O)O (acetic acid). Reagents/catalysts: C(C)(=O)[O-].[Ag+] (silver acetate). Product: C1(=CC=CC=2C[C@H]([C@H](CC12)O)O)O (cis-5,6,7,8-tetrahydro-1,6,7-naphthalenetriol). As a reaction SMILES: [C:1]([OH:4])(=O)[CH3:2].[CH2:5]1[C:14]2[C:9](=CC=CC=2)[CH:8]=[CH:7][CH2:6]1.[OH2:15].II.[C:18]([OH:21])(=O)[CH3:19]>C([O-])(=O)C.[Ag+]>[C:1]1([OH:4])[C:2]2[CH2:19][C@H:18]([OH:21])[C@H:5]([OH:15])[CH2:6][C:7]=2[CH:8]=[CH:9][CH:14]=1 |f:0.1,5.6|. Procedure: The corresponding cis isomer of formula II can be prepared by dissolving a dihydronaphthalene acetate of formula X in acetic acid and water (from 92 to 98% acetic acid, preferably 96% acetic acid), and then treating the solution with silver acetate and iodine and heating under nitrogen (as described for the preparation of the trans-isomer) to form the cis-5,6,7,8-tetrahydro-1,6,7-naphthalenetriol having the formula ##STR16## after basic hydrolysis. A compound of formula XV can be converted to th... Reactants: OCCSC(C(C(C(=O)OCC)=NOCCCCCC)=O)C (Ethyl 4-(2-hydroxyethylthio)-3-oxo-2-n-hexyloxyiminovalerate), C1(=CC=C(C=C1)S(=O)(=O)O)C (p-toluenesulfonic acid), resultant solution. The solvent is C1(=CC=CC=C1)C (toluene). Product: O1CCSC=C1C(C(=O)OCC)=NOCCCCCC (ethyl 2-(2,3-dihydro-1,4-oxathiin-6-yl)-2-n-hexyloxyiminoacetate). Isolated yield 68.9%. RXN SMILES: O[CH2:2][CH2:3][S:4][CH:5](C)[C:6](=[O:21])[C:7](=[N:13][O:14][CH2:15][CH2:16][CH2:17][CH2:18][CH2:19][CH3:20])[C:8]([O:10][CH2:11][CH3:12])=[O:9].C1(C)C=CC(S(O)(=O)=O)=CC=1>C1(C)C=CC=CC=1>[O:21]1[C:6]([C:7](=[N:13][O:14][CH2:15][CH2:16][CH2:17][CH2:18][CH2:19][CH3:20])[C:8]([O:10][CH2:11][CH3:12])=[O:9])=[CH:5][S:4][CH2:3][CH2:2]1. Procedure: Ethyl 4-(2-hydroxyethylthio)-3-oxo-2-n-hexyloxyiminovalerate (300 g.), p-toluenesulfonic acid (42.0 g.) and toluene (2.5 l.) were treated in a similar manner to that of Example I-(ii) and refluxed under heating for 1.5 hours. The resultant solution was treated in a similar manner to that of Example I-(ii) to give ethyl 2-(2,3-dihydro-1,4-oxathiin-6-yl)-2-n-hexyloxyiminoacetate (mixture of syn isomer and anti isomer, 186.8 g.). The reactants are ice water, COC=1C=C(C(=O)Cl)C=C(C1OC)OC (3,4,5-trimethoxy benzoyl chloride), NC1CCN2CCC3=C(C2C1)C=C(C(=C3)OC)OC (2-amino-1,3,4,6,7,11b-hexahydro-9,10-dimethoxy-2H-benzo[a]quinolizine). Run in N1=CC=CC=C1 (pyridine), N1=CC=CC=C1 (pyridine). RXN SMILES: [CH3:1][O:2][C:3]1[CH:4]=[C:5]([CH:9]=[C:10]([O:14][CH3:15])[C:11]=1[O:12][CH3:13])[C:6]([Cl:8])=[O:7].[NH2:16][CH:17]1[CH2:26][CH:25]2[N:20]([CH2:21][CH2:22][C:23]3[CH:30]=[C:29]([O:31][CH3:32])[C:28]([O:33][CH3:34])=[CH:27][C:24]=32)[CH2:19][CH2:18]1>N1C=CC=CC=1>[ClH:8].[CH3:32][O:31][C:29]1[C:28]([O:33][CH3:34])=[CH:27][C:24]2[CH:25]3[N:20]([CH2:21][CH2:22][C:23]=2[CH:30]=1)[CH2:19][CH2:18][CH:17]([NH:16][C:6](=[O:7])[C:5]1[CH:4]=[C:3]([O:2][CH3:1])[C:11]([O:12][CH3:13])=[C:10]([O:14][CH3:15])[CH:9]=1)[CH2:26]3 |f:3.4|. The product is Cl.COC1=CC2=C(C3CC(CCN3CC2)NC(C2=CC(=C(C(=C2)OC)OC)OC)=O)C=C1OC (1,3,4,6,7,11b-Hexahydro-9,10-dimethoxy-2-(3,4,5-trimethoxybenzoylamino)-2H-benzo[a]quinolizine hydrochloride). Procedure details: A solution of 3,4,5-trimethoxy benzoyl chloride (13 g) in pyridine was added dropwise to 2-amino-1,3,4,6,7,11b-hexahydro-9,10-dimethoxy-2H-benzo[a]quinolizine (13 g) in 200 ml of pyridine, and the solution was warmed at 60°-70° for 30 minutes and poured into ice water. The mixture was extracted with chloroform and the extracts dried over MgSO4, concentrated in vacuo and the concentrated material chromatographed over silica gel using ethyl acetate-methanol-chloroform (4:1:0.5) as eluant. The majo... Yield: 14.7%. Reactants: CN1C2=C(C=3C=CC=CC13)CN(CC2)CCC#N (1,3,4,5-tetrahydro-5-methyl-2H-pyrido[4,3-b]indole-2-propanenitrile), [H][H] (hydrogen). The reagents and catalysts are [Ni] (Raney Nickel). Run in N.CO (NH3 CH3OH). Yields the product CN1C2=C(C=3C=CC=CC13)CN(CC2)CCCN (1,3,4,5-tetrahydro-5-methyl-2H-pyrido[4,3-b]indole-2-propanamine). The yield is 100.0%. As a reaction SMILES: [CH3:1][N:2]1[C:10]2[CH:9]=[CH:8][CH:7]=[CH:6][C:5]=2[C:4]2[CH2:11][N:12]([CH2:15][CH2:16][C:17]#[N:18])[CH2:13][CH2:14][C:3]1=2.[H][H]>N.CO.[Ni]>[CH3:1][N:2]1[C:10]2[CH:9]=[CH:8][CH:7]=[CH:6][C:5]=2[C:4]2[CH2:11][N:12]([CH2:15][CH2:16][CH2:17][NH2:18])[CH2:13][CH2:14][C:3]1=2 |f:2.3|. Procedure: A mixture of intermediate (15) (0.06 mol) in NH3/CH3OH (400 ml) was hydrogenated at 20° C. with Raney Nickel (3 g) as a catalyst. After uptake of hydrogen (2 equivalents), the catalyst was filtered off and the filtrate was evaporated, yielding 14.6 g of 1,3,4,5-tetrahydro-5-methyl-2H-pyrido[4,3-b]indole-2-propanamine (intermediate 16). The reactants are ClC=1C=C(C=CC1F)NC=1C2=C(N=CN1)C=NC(=N2)N2CCC(CC2)O (4-[(3-chloro-4-fluorophenyl)amino]-6-[4-hydroxy-1-piperidinyl]pyrimido[5,4-d]pyrimidine), CC(=O)OI1(C=2C=CC=CC2C(=O)O1)(OC(=O)C)OC(=O)C (Dess-Martin reagent), N1CCCC1 (pyrrolidine), C(#N)[BH3-].[Na+] (sodium cyanoborohydride), petroleum ether ethyl acetate methanol. The product is ClC=1C=C(C=CC1F)NC=1C2=C(N=CN1)C=NC(=N2)N2CCC(CC2)N2CCCC2 (4-[(3-Chloro-4-fluorophenyl)amino]-6-[4-(1-pyrrolidinyl)-1-piperidinyl]pyrimido[5,4-d]pyrimidine). Reaction SMILES: [Cl:1][C:2]1[CH:3]=[C:4]([NH:9][C:10]2[C:11]3[N:19]=[C:18]([N:20]4[CH2:25][CH2:24][CH:23](O)[CH2:22][CH2:21]4)[N:17]=[CH:16][C:12]=3[N:13]=[CH:14][N:15]=2)[CH:5]=[CH:6][C:7]=1[F:8].CC(OI1(OC(C)=O)(OC(C)=O)OC(=O)C2C=CC=CC1=2)=O.[NH:49]1[CH2:53][CH2:52][CH2:51][CH2:50]1.C([BH3-])#N.[Na+]>>[Cl:1][C:2]1[CH:3]=[C:4]([NH:9][C:10]2[C:11]3[N:19]=[C:18]([N:20]4[CH2:25][CH2:24][CH:23]([N:49]5[CH2:53][CH2:52][CH2:51][CH2:50]5)[CH2:22][CH2:21]4)[N:17]=[CH:16][C:12]=3[N:13]=[CH:14][N:15]=2)[CH:5]=[CH:6][C:7]=1[F:8] |f:3.4|. Reported procedure: Prepared from 4-[(3-chloro-4-fluorophenyl)amino]-6-[4-hydroxy-1-piperidinyl]pyrimido[5,4-d]pyrimidine by oxidation with Dess-Martin reagent and subsequent reductive amination with pyrrolidine and sodium cyanoborohydride. Melting point: 202°-204° C.; Rf : 0.58 (alumina; petroleum ether/ethyl acetate/methanol=10:10:1) Reactants: ClC=1C=CC(=C(CC2CNC(CN(C2=O)C(=O)NC(C(=O)NCC(=O)OC(C)(C)C)CC)=O)C1)OC (tert-butyl {[2-({[6-(5-chloro-2-methoxybenzyl)-3,7-dioxo-1,4-diazepan-1-yl]carbonyl}amino)butanoyl]amino}acetate), Cl.C(C)(C)(C)OC(CN)=O (glycine tert-butyl ester hydrochloride), NC1=NC=CC=C1 (2-aminopyridine). Yields the product ClC=1C=CC(=C(CC2CNC(CN(C2=O)C(=O)N[C@H](CC)C(=O)NC2=NC=CC=C2)=O)C1)OC (6-(5-chloro-2-methoxybenzyl)-3,7-dioxo-N-{(1R)-1-[(2-pyridylamino)carbonyl]propyl}-1,4-diazepan-1-carboxamide). RXN SMILES: [Cl:1][C:2]1[CH:3]=[CH:4][C:5]([O:35][CH3:36])=[C:6]([CH:34]=1)[CH2:7][CH:8]1[C:14](=[O:15])[N:13]([C:16]([NH:18][CH:19]([CH2:31][CH3:32])[C:20]([NH:22][CH2:23][C:24](OC(C)(C)C)=O)=[O:21])=[O:17])[CH2:12][C:11](=[O:33])[NH:10][CH2:9]1.Cl.C(OC(=O)CN)(C)(C)C.[NH2:47][C:48]1[CH:53]=[CH:52]C=CN=1>>[Cl:1][C:2]1[CH:3]=[CH:4][C:5]([O:35][CH3:36])=[C:6]([CH:34]=1)[CH2:7][CH:8]1[C:14](=[O:15])[N:13]([C:16]([NH:18][C@@H:19]([C:20]([NH:22][C:23]2[CH:24]=[CH:52][CH:53]=[CH:48][N:47]=2)=[O:21])[CH2:31][CH3:32])=[O:17])[CH2:12][C:11](=[O:33])[NH:10][CH2:9]1 |f:1.2|. Procedure: Instead of the starting material compound of Example 220, that is, glycine tert-butyl ester hydrochloride, 2-aminopyridine was used for the similar procedure as in Example 220 to obtain the title compound. Reactants: CC1=NC(=CC2=C(C=CC=C12)[N+](=O)[O-])C (1,3-Dimethyl-5-nitroisoquinoline). Reagents/catalysts: [Pd] (palladium on charcoal). Run in CO (methanol). The product is NC1=C2C=C(N=C(C2=CC=C1)C)C (5-Amino-1,3-dimethylisoquinoline). RXN SMILES: [CH3:1][C:2]1[C:11]2[C:6](=[C:7]([N+:12]([O-])=O)[CH:8]=[CH:9][CH:10]=2)[CH:5]=[C:4]([CH3:15])[N:3]=1>[Pd].CO>[NH2:12][C:7]1[CH:8]=[CH:9][CH:10]=[C:11]2[C:6]=1[CH:5]=[C:4]([CH3:15])[N:3]=[C:2]2[CH3:1]. Procedure: A solution of D3 (2.01 g, 9.94 mM) and 10% palladium on charcoal (1 g) in methanol was hydrogenated at atmospheric pressure for 1 h. The catalyst was filtered off and the filtrate concentrated under reduced pressure to afford the product as a cream coloured solid.